From a dataset of the Open Reaction Database (ORD), a public repository of structured organic reaction records. describe an organic reaction: reactants, conditions, products, and yield Starting materials: CC(=O)Nc1ccc(O)cc1, N#Cc1ccc(N(CCO)CC(F)(F)F)cc1C(F)(F)F. Product: CC(=O)Nc1ccc(OCCN(CC(F)(F)F)c2ccc(C#N)c(C(F)(F)F)c2)cc1. Reaction SMILES: [C:22]([CH3:23])(=[O:24])[NH:25][c:26]1[cH:27][cH:28][c:29]([OH:32])[cH:30][cH:31]1.[OH:1][CH2:2][CH2:3][N:4]([c:5]1[cH:6][c:7]([C:13]([F:14])([F:15])[F:16])[c:8]([C:9]#[N:10])[cH:11][cH:12]1)[CH2:17][C:18]([F:19])([F:20])[F:21]>>[O:1]([CH2:2][CH2:3][N:4]([c:5]1[cH:6][c:7]([C:13]([F:14])([F:15])[F:16])[c:8]([C:9]#[N:10])[cH:11][cH:12]1)[CH2:17][C:18]([F:19])([F:20])[F:21])[c:29]1[cH:28][cH:27][c:26]([NH:25][C:22]([CH3:23])=[O:24])[cH:31][cH:30]1. The reactants are COc1ccc(C(C)=CBr)cc1, CC1c2[nH]c3ccc(Cl)cc3c2CCN1C, [Cu]I, [K+], [K+], [K+], CN(C)C=O, O=C(O)C1CCCN1, O=P([O-])([O-])[O-]. Product: COc1ccc(C(C)=Cn2c3c(c4cc(Cl)ccc42)CCN(C)C3C)cc1. RXN SMILES: [Br:33][CH:34]=[C:35]([CH3:36])[c:37]1[cH:38][cH:39][c:40]([O:43][CH3:44])[cH:41][cH:42]1.[Cl:1][c:2]1[cH:3][c:4]2[c:5]3[c:6]([nH:7][c:8]2[cH:9][cH:10]1)[CH:11]([CH3:16])[N:12]([CH3:15])[CH2:13][CH2:14]3.[Cu:50][I:51].[K+:30].[K+:31].[K+:32].[O:45]=[CH:46][N:47]([CH3:48])[CH3:49].[OH:17][C:18]([CH:19]1[NH:20][CH2:21][CH2:22][CH2:23]1)=[O:24].[P:25]([O-:26])([O-:27])([O-:28])=[O:29]>>[Cl:1][c:2]1[cH:3][c:4]2[c:5]3[c:6]([n:7]([CH:34]=[C:35]([CH3:36])[c:37]4[cH:38][cH:39][c:40]([O:43][CH3:44])[cH:41][cH:42]4)[c:8]2[cH:9][cH:10]1)[CH:11]([CH3:16])[N:12]([CH3:15])[CH2:13][CH2:14]3. Starting materials: OC1C[C@H](NC1)C(=O)O (4-hydroxy-L-proline), C([O-])([O-])=O.[Na+].[Na+] (sodium carbonate), C1(=CC=C(C=C1)S(=O)(=O)Cl)C (4-toluenesulfonyl chloride), Cl (hydrogen chloride). The solvent is O (water). Conditions: time 48 hour. The product is C1(=CC=C(C=C1)S(=O)(=O)N1[C@H](C(=O)O)CC(C1)O)C (1-(4-Toluenesulfonyl)-4-hydroxy-L-proline). The yield is 98.9%. RXN SMILES: [OH:1][CH:2]1[CH2:6][NH:5][C@H:4]([C:7]([OH:9])=[O:8])[CH2:3]1.C(=O)([O-])[O-].[Na+].[Na+].[C:16]1([CH3:26])[CH:21]=[CH:20][C:19]([S:22](Cl)(=[O:24])=[O:23])=[CH:18][CH:17]=1.Cl>O>[C:16]1([CH3:26])[CH:21]=[CH:20][C:19]([S:22]([N:5]2[CH2:6][CH:2]([OH:1])[CH2:3][C@H:4]2[C:7]([OH:9])=[O:8])(=[O:24])=[O:23])=[CH:18][CH:17]=1 |f:1.2.3|. Reported procedure: To a solution of 100 g (763 mmol) of 4-hydroxy-L-proline in 750 ml of water was added 169.9 g (1602 mmol) of sodium carbonate at 0° C. along with 174.5 g (916 mmol) of 4-toluenesulfonyl chloride (added in 3 portions over a period of 1 hour). The slurry was then warmed to room temperature and allowed to stir for 48 hours. The reaction was acidified with concentrated hydrogen chloride solution to pH 2 and the product was isolated via filtration. The filter cake was washed with pH 2 buffer and drie... The reactants are C(=O)C=1C=C(C#N)C=CC1N1N=C(C=2C1=NC=CC2I)C(C)C (3-Formyl-4-{4-iodo-3-isopropyl-1H-pyrazolo[3,4-b]pyridin-1-yl}benzonitrile), CNC (dimethylamine). Run in C(C)(=O)O (acetic acid), CO (methanol). Reaction conditions: time 12 hour. Yields the product CN(C)CC=1C=C(C#N)C=CC1N1N=C(C=2C1=NC=CC2I)C(C)C (3-{(dimethylamino)methyl}-4-{4-iodo-3-isopropyl-1H-pyrazolo[3,4-b]pyridin-1-yl}benzonitrile). Isolated yield 40.0%. As a reaction SMILES: [CH:1]([C:3]1[CH:4]=[C:5]([CH:8]=[CH:9][C:10]=1[N:11]1[C:15]2=[N:16][CH:17]=[CH:18][C:19]([I:20])=[C:14]2[C:13]([CH:21]([CH3:23])[CH3:22])=[N:12]1)[C:6]#[N:7])=O.[CH3:24][NH:25][CH3:26]>C(O)(=O)C.CO>[CH3:24][N:25]([CH2:1][C:3]1[CH:4]=[C:5]([CH:8]=[CH:9][C:10]=1[N:11]1[C:15]2=[N:16][CH:17]=[CH:18][C:19]([I:20])=[C:14]2[C:13]([CH:21]([CH3:23])[CH3:22])=[N:12]1)[C:6]#[N:7])[CH3:26]. Reported procedure: Compound (125a) (0.500 g), 2-picoline-borane complex (0.166 g), and dimethylamine (0.216 mL) were dissolved in acetic acid (1.0 mL) and methanol (10 mL), followed by stirring at room temperature for 12 hr. The reaction solution was concentrated, and the residue was purified by basic silica gel column chromatography (hexane/ethyl acetate) to obtain 3-{(dimethylamino)methyl}-4-{4-iodo-3-isopropyl-1H-pyrazolo[3,4-b]pyridin-1-yl}benzonitrile (0.213 g, 40%). This 3-{(dimethylamino)methyl}-4-{4-iodo-3...